Dataset: the Open Reaction Database (ORD), a public repository of structured organic reaction records. Task: describe an organic reaction: reactants, conditions, products, and yield The reactants are [Br-], COC(=O)COc1c(Br)cc2oc(C(=O)c3ccccc3)cc2c1Br, [K+]. Yields the product O=C(O)COc1c(Br)cc2oc(C(=O)c3ccccc3)cc2c1Br. As a reaction SMILES: [Br-:26].[CH3:1][O:2][C:3]([CH2:4][O:5][c:6]1[c:7]([Br:24])[cH:8][c:9]2[c:10]([cH:11][c:12]([C:14]([c:15]3[cH:16][cH:17][cH:18][cH:19][cH:20]3)=[O:21])[o:13]2)[c:22]1[Br:23])=[O:25].[K+:27]>>[O:2]=[C:3]([CH2:4][O:5][c:6]1[c:7]([Br:24])[cH:8][c:9]2[c:10]([cH:11][c:12]([C:14]([c:15]3[cH:16][cH:17][cH:18][cH:19][cH:20]3)=[O:21])[o:13]2)[c:22]1[Br:23])[OH:25]. Starting materials: COC(=O)c1ccc(CNC(C)=O)cc1S(=O)(=O)NC(C)(C)C, O=C(O)C(F)(F)F. The product is COC(=O)c1ccc(CNC(C)=O)cc1S(N)(=O)=O. Reaction SMILES: [C:1]([CH3:2])([CH3:3])([CH3:4])[NH:5][S:6](=[O:7])(=[O:8])[c:9]1[c:10]([C:20](=[O:21])[O:22][CH3:23])[cH:11][cH:12][c:13]([CH2:15][NH:16][C:17]([CH3:18])=[O:19])[cH:14]1.[OH:24][C:25]([C:26]([F:27])([F:28])[F:29])=[O:30]>>[NH2:5][S:6](=[O:7])(=[O:8])[c:9]1[c:10]([C:20](=[O:21])[O:22][CH3:23])[cH:11][cH:12][c:13]([CH2:15][NH:16][C:17]([CH3:18])=[O:19])[cH:14]1. The reactants are CC(=O)C1=CC2=C(OC=CO2)C=C1 (1,4-benzodioxin-6-yl methyl ketone), [Li] (lithium), C[Si](C)(C)[NH-] (trimethylsilylamide), Cl[Si](C)(C)C (chlorotrimethylsilane), diethyl ester, C1(=CC=CC=C1)CSC(C(=O)O)C(=O)O ([(phenylmethyl)thio]propanedioic acid), ( 10 ), ( 9 ), [K+].[Br-] (KBr), ( 76 ), ( 12 ), ( 12 ). Product: O1CCOC2=C1C=CC(=C2)C2=CC(=C(C(O2)=O)SCC2=CC=CC=C2)O (6-(2,3-Dihydro-1,4-benzodioxin-6-yl)-4-hydroxy-3-[(phenylmethyl)thio]-2H-pyran-2-one). Reaction SMILES: [CH3:1][C:2]([C:4]1[CH:13]=[CH:12][C:7]2[O:8][CH:9]=[CH:10][O:11][C:6]=2[CH:5]=1)=[O:3].[Li].C[Si]([NH-])(C)C.Cl[Si](C)(C)C.[C:25]1([CH2:31][S:32][CH:33]([C:37](O)=[O:38])[C:34](O)=[O:35])[CH:30]=[CH:29][CH:28]=[CH:27][CH:26]=1.[K+].[Br-]>>[O:8]1[C:7]2[CH:12]=[CH:13][C:4]([C:2]3[O:3][C:34](=[O:35])[C:33]([S:32][CH2:31][C:25]4[CH:30]=[CH:29][CH:28]=[CH:27][CH:26]=4)=[C:37]([OH:38])[CH:1]=3)=[CH:5][C:6]=2[O:11][CH2:10][CH2:9]1 |f:5.6,^1:13|. Procedure: The title compound was prepared by Method A using 1,4-benzodioxin-6-yl methyl ketone (2.5 g, 14.25 mmol), lithium bis(trimethylsilylamide (2.35 g, 14.25 mmol), chlorotrimethylsilane (2.47 g, 14.25 mmol) and diethyl ester of [(phenylmethyl)thio]propanedioic acid (1.00 g, 3.55 mmol). m.p. 192-193° C.; 1H NMR (400 MHz, DMSO-d6) δ3.99 (s, 2 H), 4.17 (m, 4 H), 6.8 (s, 1 H), 7.0 (d, 1 H), 7.2 (m, 1 H), 2.28 (m, 7 H); IR (KBr) 3435, 2924, 1649, 1624, 1508, 1288, 1066, 698 cm-1 ; MS (CI): m/e 369 (M+H,)... The reactants are BrC1=C(C=CC(=C1)F)C1N=C(NC(=C1C(=O)OCC)CBr)C=1SC(=CN1)OC (Ethyl 4-(2-bromo-4-fluorophenyl)-6-(bromomethyl)-2-(5-methoxythiazol-2-yl)-1,4-dihydropyrimidine-5-carboxylate), Cl.N1C(COCC1)C(=O)O (morpholine-3-carboxylic acid hydrochloride). The product is BrC1=C(C=CC(=C1)F)C1C(=C(NC(=N1)C=1SC(=CN1)OC)CN1C(COCC1)C(=O)O)C(=O)OCC (4-((6-(2-bromo-4-fluorophenyl)-5-(ethoxycarbonyl)-2-(5-methoxythiazol-2-yl)-3,6-dihydropyrimidin-4-yl)methyl)morpholine-3-carboxylic acid). Isolated yield 51.4%. As a reaction SMILES: [Br:1][C:2]1[CH:7]=[C:6]([F:8])[CH:5]=[CH:4][C:3]=1[CH:9]1[C:14]([C:15]([O:17][CH2:18][CH3:19])=[O:16])=[C:13]([CH2:20]Br)[NH:12][C:11]([C:22]2[S:23][C:24]([O:27][CH3:28])=[CH:25][N:26]=2)=[N:10]1.Cl.[NH:30]1[CH2:35][CH2:34][O:33][CH2:32][CH:31]1[C:36]([OH:38])=[O:37]>>[Br:1][C:2]1[CH:7]=[C:6]([F:8])[CH:5]=[CH:4][C:3]=1[CH:9]1[N:10]=[C:11]([C:22]2[S:23][C:24]([O:27][CH3:28])=[CH:25][N:26]=2)[NH:12][C:13]([CH2:20][N:30]2[CH2:35][CH2:34][O:33][CH2:32][CH:31]2[C:36]([OH:38])=[O:37])=[C:14]1[C:15]([O:17][CH2:18][CH3:19])=[O:16] |f:1.2|. Reported procedure: Ethyl 4-(2-bromo-4-fluorophenyl)-6-(bromomethyl)-2-(5-methoxythiazol-2-yl)-1,4-dihydropyrimidine-5-carboxylate (0.53 g, 1 mmol) was reacted with morpholine-3-carboxylic acid hydrochloride (0.2 g, 1.2 mmol) according to the procedure as described in Example 1, Step C to give the title compound as a yellowish solid (0.30 g, 52%). The compound was characterized by the following spectroscopic data: Reactants: CCOCC, CS(C)=O, CC(C)(C)OC(=O)n1nc(-c2cccc(F)c2)c2cc(CCl)ccc21, [N-]=[N+]=[N-], [Na+]. The product is CC(C)(C)OC(=O)n1nc(-c2cccc(F)c2)c2cc(CN=[N+]=[N-])ccc21. As a reaction SMILES: [CH3:30][CH2:31][O:32][CH2:33][CH3:34].[CH3:35][S:36](=[O:37])[CH3:38].[Cl:1][CH2:2][c:3]1[cH:4][c:5]2[c:6](-[c:19]3[cH:20][c:21]([F:25])[cH:22][cH:23][cH:24]3)[n:7][n:8]([C:12](=[O:13])[O:14][C:15]([CH3:16])([CH3:17])[CH3:18])[c:9]2[cH:10][cH:11]1.[N-:27]=[N+:28]=[N-:29].[Na+:26]>>[CH2:2]([c:3]1[cH:4][c:5]2[c:6](-[c:19]3[cH:20][c:21]([F:25])[cH:22][cH:23][cH:24]3)[n:7][n:8]([C:12](=[O:13])[O:14][C:15]([CH3:16])([CH3:17])[CH3:18])[c:9]2[cH:10][cH:11]1)[N:27]=[N+:28]=[N-:29]. The reactants are Cc1ccc(-c2c(OCCOc3ncc([N+](=O)[O-])cn3)nn(C)c2NS(=O)(=O)c2ccc(C(C)(C)C)cc2)cc1, CCO, [H][H]. The product is Cc1ccc(-c2c(OCCOc3ncc(N)cn3)nn(C)c2NS(=O)(=O)c2ccc(C(C)(C)C)cc2)cc1. RXN SMILES: [C:1]([CH3:2])([CH3:3])([CH3:4])[c:5]1[cH:6][cH:7][c:8]([S:11](=[O:12])(=[O:13])[NH:14][c:15]2[c:16](-[c:34]3[cH:35][cH:36][c:37]([CH3:40])[cH:38][cH:39]3)[c:17]([O:21][CH2:22][CH2:23][O:24][c:25]3[n:26][cH:27][c:28]([N+:31]([O-:32])=[O:33])[cH:29][n:30]3)[n:18][n:19]2[CH3:20])[cH:9][cH:10]1.[CH3:43][CH2:44][OH:45].[H:41][H:42]>>[C:1]([CH3:2])([CH3:3])([CH3:4])[c:5]1[cH:6][cH:7][c:8]([S:11](=[O:12])(=[O:13])[NH:14][c:15]2[c:16](-[c:34]3[cH:35][cH:36][c:37]([CH3:40])[cH:38][cH:39]3)[c:17]([O:21][CH2:22][CH2:23][O:24][c:25]3[n:26][cH:27][c:28]([NH2:31])[cH:29][n:30]3)[n:18][n:19]2[CH3:20])[cH:9][cH:10]1. The product is C(C)OC(=O)[C@@]1([C@@H](C1)C=C)NC(=O)OC(C)(C)C ((1R,2S)N-Boc-1-amino-2-vinylcyclopropane carboxylic acid ethyl ester), 101A. Procedure: A solution of 5 L of 0.2M sodium borate buffer (pH 9) at 45° C. in a 20 L jacked reactor stirred at 400 rpm was treated with 3 L of DI water and 4 L of Savinase 16 L, type EX (Novozymes North America Inc.). When the temperature of the mixture closed to 45° C., the pH was adjusted to 8.5 with 10N NaOH. A solution of (1R,2S)/(1S,2R)N-Boc-1-amino-2-vinylcyclopropane carboxylic acid ethyl ester (200 grams) in 2 L DMSO was added to the reactor over a period of 40 minutes via addition funnel. The reac... Reaction conditions: temperature 48 celsius, time 2 hour. Reactants: C(C)OC(=O)[C@]1([C@H](C1)C=C)NC(=O)OC(C)(C)C ((1S,2R)N-Boc-1-amino-2-vinylcyclopropane carboxylic acid ethyl ester), [OH-].[Na+] (NaOH), [OH-].[Na+] (NaOH), [OH-].[Na+] (NaOH), ester, B([O-])([O-])[O-].[Na+].[Na+].[Na+] (sodium borate), O (DI water), [OH-].[Na+] (NaOH). Reaction SMILES: B([O-])([O-])[O-].[Na+].[Na+].[Na+].O.[OH-].[Na+].[CH2:11]([O:13][C:14]([C@:16]1([NH:21][C:22]([O:24][C:25]([CH3:28])([CH3:27])[CH3:26])=[O:23])[CH2:18][C@@H:17]1[CH:19]=[CH2:20])=[O:15])[CH3:12]>CS(C)=O>[CH2:11]([O:13][C:14]([C@@:16]1([NH:21][C:22]([O:24][C:25]([CH3:26])([CH3:28])[CH3:27])=[O:23])[CH2:18][C@H:17]1[CH:19]=[CH2:20])=[O:15])[CH3:12] |f:0.1.2.3,5.6|. Run in CS(=O)C (DMSO). Reactants: O=C([O-])[O-], CO, CC1(C)OB(c2cc(Cl)cc(Cl)c2)OC1(C)C, ClCCl, COC(=O)c1ccnc(Cl)c1, [K+], [K+], O, Cl[Pd]Cl. The product is COC(=O)c1ccnc(-c2cc(Cl)cc(Cl)c2)c1. RXN SMILES: [C:1](=[O:2])([O-:3])[O-:4].[CH3:35][OH:36].[Cl:18][c:19]1[cH:20][c:21]([B:26]2[O:27][C:28]([CH3:29])([CH3:30])[C:31]([CH3:32])([CH3:33])[O:34]2)[cH:22][c:23]([Cl:25])[cH:24]1.[Cl:38][CH2:39][Cl:40].[Cl:7][c:8]1[cH:9][c:10]([C:11](=[O:12])[O:13][CH3:14])[cH:15][cH:16][n:17]1.[K+:5].[K+:6].[OH2:37].[Pd:41]([Cl:42])[Cl:43]>>[c:8]1(-[c:21]2[cH:20][c:19]([Cl:18])[cH:24][c:23]([Cl:25])[cH:22]2)[cH:9][c:10]([C:11](=[O:12])[O:13][CH3:14])[cH:15][cH:16][n:17]1.